This data is from the Open Reaction Database (ORD), a public repository of structured organic reaction records. The task is: describe an organic reaction: reactants, conditions, products, and yield Starting materials: COc1ccc(N(C)S(=O)(=O)c2cccc3c2OC(F)(F)O3)cc1N1CCN(C(=O)OC(C)(C)C)CC1, CI, CC(C)O, Cl, [H-], [Na+]. Yields the product Cl, COc1ccc(N(C)S(=O)(=O)c2cccc3c2OC(F)(F)O3)cc1N1CCNCC1. Reaction SMILES: [C:1]([O:2][C:3](=[O:4])[N:8]1[CH2:9][CH2:10][N:11]([c:14]2[c:15]([O:36][CH3:37])[cH:16][cH:17][c:18]([N:20]([CH3:21])[S:22](=[O:23])(=[O:24])[c:25]3[cH:26][cH:27][cH:28][c:29]4[c:33]3[O:32][C:31]([F:34])([F:35])[O:30]4)[cH:19]2)[CH2:12][CH2:13]1)([CH3:5])([CH3:6])[CH3:7].[CH3:40][I:41].[CH:43]([OH:44])([CH3:45])[CH3:46].[ClH:42].[H-:38].[Na+:39]>>[ClH:42].[NH:8]1[CH2:9][CH2:10][N:11]([c:14]2[c:15]([O:36][CH3:37])[cH:16][cH:17][c:18]([N:20]([CH3:21])[S:22](=[O:23])(=[O:24])[c:25]3[cH:26][cH:27][cH:28][c:29]4[c:33]3[O:32][C:31]([F:34])([F:35])[O:30]4)[cH:19]2)[CH2:12][CH2:13]1.